From a dataset of the Open Reaction Database (ORD), a public repository of structured organic reaction records. describe an organic reaction: reactants, conditions, products, and yield Reactants: FC1=CC(=C(C=C1)N1CCNCC1)OC (1-(4-fluoro-2-methoxyphenyl)piperazine), ClCCCN1N=C(C(N(C1=O)COCC[Si](C)(C)C)=O)C (2-(3-chloropropyl)-6-methyl-4-[2-(trimethylsilyl)ethoxymethyl]-1,2,4-triazine-3,5(2H,4H)-dione). Yields the product FC1=CC(=C(C=C1)N1CCN(CC1)CCCN1N=C(C(N(C1=O)COCC[Si](C)(C)C)=O)C)OC (2-{3-[4-(4-fluoro-2-methoxyphenyl)piperazin-1-yl]propyl}-6-methyl-4-[2-(trimethylsilyl)ethoxymethyl]-1,2,4-triazine-3,5(2H,4H)-dione). RXN SMILES: [F:1][C:2]1[CH:7]=[CH:6][C:5]([N:8]2[CH2:13][CH2:12][NH:11][CH2:10][CH2:9]2)=[C:4]([O:14][CH3:15])[CH:3]=1.Cl[CH2:17][CH2:18][CH2:19][N:20]1[C:25](=[O:26])[N:24]([CH2:27][O:28][CH2:29][CH2:30][Si:31]([CH3:34])([CH3:33])[CH3:32])[C:23](=[O:35])[C:22]([CH3:36])=[N:21]1>>[F:1][C:2]1[CH:7]=[CH:6][C:5]([N:8]2[CH2:9][CH2:10][N:11]([CH2:17][CH2:18][CH2:19][N:20]3[C:25](=[O:26])[N:24]([CH2:27][O:28][CH2:29][CH2:30][Si:31]([CH3:32])([CH3:34])[CH3:33])[C:23](=[O:35])[C:22]([CH3:36])=[N:21]3)[CH2:12][CH2:13]2)=[C:4]([O:14][CH3:15])[CH:3]=1. Procedure: substituting 1-(4-fluoro-2-methoxyphenyl)piperazine and 2-(3-chloropropyl)-6-methyl-4-[2-(trimethylsilyl)ethoxymethyl]-1,2,4-triazine-3,5(2H,4H)-dione gave 2-{3-[4-(4-fluoro-2-methoxyphenyl)piperazin-1-yl]propyl}-6-methyl-4-[2-(trimethylsilyl)ethoxymethyl]-1,2,4-triazine-3,5(2H,4H)-dione; Isolated yield 109.4%. Procedure details: Benzylbromide (2.95 ml, 24.7 mmol) was added to a stirred solution of diethyl 1,4-dihydroxy-2,3-naphthalenedicarboxylate (3 g, 9.87 mmol) and potassium carbonate (3.40 g, 24.7 mmol) in acetone (100 ml). The reaction mixture was refluxed for 18 hours under an atmosphere of argon. The resulting mixture was evaporated and the reaction mixture triturated with water. The resulting tan coloured solid was collected by filtration and washed with water then dried under vacuum to give the title compound (... Solvent: CC(=O)C (acetone). Yields the product C1(=CC=CC=C1)COC1=C(C(=C(C2=CC=CC=C12)OCC1=CC=CC=C1)C(=O)OCC)C(=O)OCC (Diethyl 1,4-bis[(phenylmethyl)oxy]-2,3-naphthalenedicarboxylate). Starting materials: C(C1=CC=CC=C1)Br (Benzylbromide), OC1=C(C(=C(C2=CC=CC=C12)O)C(=O)OCC)C(=O)OCC (diethyl 1,4-dihydroxy-2,3-naphthalenedicarboxylate), C([O-])([O-])=O.[K+].[K+] (potassium carbonate). RXN SMILES: [CH2:1](Br)[C:2]1[CH:7]=[CH:6][CH:5]=[CH:4][CH:3]=1.[OH:9][C:10]1[C:19]2[C:14](=[CH:15][CH:16]=[CH:17][CH:18]=2)[C:13]([OH:20])=[C:12]([C:21]([O:23][CH2:24][CH3:25])=[O:22])[C:11]=1[C:26]([O:28][CH2:29][CH3:30])=[O:27].C(=O)([O-])[O-].[K+].[K+]>CC(C)=O>[C:2]1([CH2:1][O:9][C:10]2[C:19]3[C:14](=[CH:15][CH:16]=[CH:17][CH:18]=3)[C:13]([O:20][CH2:1][C:2]3[CH:7]=[CH:6][CH:5]=[CH:4][CH:3]=3)=[C:12]([C:21]([O:23][CH2:24][CH3:25])=[O:22])[C:11]=2[C:26]([O:28][CH2:29][CH3:30])=[O:27])[CH:7]=[CH:6][CH:5]=[CH:4][CH:3]=1 |f:2.3.4|. Procedure details: 1-[1-(4-chlorophenyl)cyclobutyl]propan-2-one prepared as described in Example 3 (25 g) and 98% formic acid (10 ml) were added to formamide (22 ml) at 160° C. The temperature was raised to 175° C. and maintained at this temperature for sixteen hours. The mixture was cooled, extracted with dichloromethane. The extract was washed with water and evaporated to give a gum which was crystallised from petroleum ether (b.p. 40°-60° C.) to give N-formyl-2-[1-(4-chlorophenyl)cyclobutyl]-1-methylethylamine ... RXN SMILES: [Cl:1][C:2]1[CH:7]=[CH:6][C:5]([C:8]2([CH2:12][C:13](=O)[CH3:14])[CH2:11][CH2:10][CH2:9]2)=[CH:4][CH:3]=1.[CH:16]([NH2:18])=[O:17]>C(O)=O>[CH:16]([NH:18][CH:13]([CH3:14])[CH2:12][C:8]1([C:5]2[CH:6]=[CH:7][C:2]([Cl:1])=[CH:3][CH:4]=2)[CH2:11][CH2:10][CH2:9]1)=[O:17]. Conditions: temperature 175 celsius. Reactants: ClC1=CC=C(C=C1)C1(CCC1)CC(C)=O (1-[1-(4-chlorophenyl)cyclobutyl]propan-2-one), Example 3, C(=O)N (formamide). Solvent: C(=O)O (formic acid). Yields the product C(=O)NC(CC1(CCC1)C1=CC=C(C=C1)Cl)C (N-formyl-2-[1-(4-chlorophenyl)cyclobutyl]-1-methylethylamine). The reactants are Cl.COC([C@@H](N)CC1=CC=CC=C1)=O (L-phenylalanine methyl ester hydrochloride), C(=O)N[C@H]1CC(=O)OC1=O (N-formyl-L-aspartic anhydride), C(=O)([O-])[O-].[K+].[K+] (K2CO3). Run in C(C)(=O)OCC (ethyl acetate), O (water). The product is COC([C@@H](N)CC1=CC=CC=C1)=O (L-phenylalanine methyl ester). RXN SMILES: Cl.[CH3:2][O:3][C:4](=[O:14])[C@H:5]([CH2:7][C:8]1[CH:13]=[CH:12][CH:11]=[CH:10][CH:9]=1)[NH2:6].C([O-])([O-])=O.[K+].[K+].C(N[C@@H]1C(=O)OC(=O)C1)=O>C(OCC)(=O)C.O>[CH3:2][O:3][C:4](=[O:14])[C@H:5]([CH2:7][C:8]1[CH:13]=[CH:12][CH:11]=[CH:10][CH:9]=1)[NH2:6] |f:0.1,2.3.4|. Procedure details: A solution of L-phenylalanine methyl ester in ethyl acetate is prepared by dissolving 11 g (0.05 moles) of L-phenylalanine methyl ester hydrochloride in 50 ml of water and then adding 6 g of K2CO3. The aqueous solution thus obtained is extracted twice, each time with 100 ml of ethyl acetate. The organic layers obtained in this manner are added together, dried over anhydrous Na2SO4, and concentrated under reduced pressure to a final volume of 50 ml. 30 ml of ethyl adetate, 7.2 g (0.05 moles) of N... Reactants: CCCCCC[Si](C)(C)O, CN(C)C=O, O=C(Cl)Cl, ClCCCl. The product is CCCCCC[Si](C)(C)Cl. Reaction SMILES: [CH2:1]([CH2:2][CH2:3][CH2:4][CH2:5][CH3:6])[Si:7]([OH:8])([CH3:9])[CH3:10].[CH3:11][N:12]([CH3:13])[CH:14]=[O:15].[Cl:16][C:17](=[O:18])[Cl:19].[Cl:20][CH2:21][CH2:22][Cl:23]>>[CH2:1]([CH2:2][CH2:3][CH2:4][CH2:5][CH3:6])[Si:7]([CH3:9])([CH3:10])[Cl:16]. The reactants are CCO, CCOC(=O)C(CN=[N+]=[N-])NC(=O)OC(C)(C)C. The product is CCOC(=O)C(CN)NC(=O)OC(C)(C)C. RXN SMILES: [CH3:19][CH2:20][OH:21].[N:1](=[N+:2]=[N-:3])[CH2:4][CH:5]([C:6](=[O:7])[O:8][CH2:9][CH3:10])[NH:11][C:12](=[O:13])[O:14][C:15]([CH3:16])([CH3:17])[CH3:18]>>[NH2:1][CH2:4][CH:5]([C:6](=[O:7])[O:8][CH2:9][CH3:10])[NH:11][C:12](=[O:13])[O:14][C:15]([CH3:16])([CH3:17])[CH3:18]. Reactants: C(C1=CC=CC=C1)OC(=O)N1CCC(=CC1)C(C[C@@H]1[C@H](C(N1)=O)[C@@H](C)O[Si](C)(C)C(C)(C)C)=O ((3S,4R)-4-[2-(1-benzyloxycarbonyl-1,2,3,6-tetrahydropyridin-4-yl)-2-oxoethyl]-3-[(1R)-1-t-butyldimethylsilyloxyethyl]-2-oxoazetidine), C(O)([O-])=O.[Na+] (Sodium hydrogen carbonate). The solvent is C(C)#N (acetonitrile). Run at time 1 hour. Yields the product C(C1=CC=CC=C1)OC(=O)N1CCC(=CC1)C(C[C@@H]1[C@H](C(N1)=O)[C@@H](C)O)=O ((3S,4R)-4-[2-(1-benzyloxycarbonyl-1,2,3,6-tetrahydropyridin-4-yl)-2-oxoethyl]-3-[(1R)-1-hydroxyethyl]-2-oxoazetidine). The yield is 101.2%. RXN SMILES: [CH2:1]([O:8][C:9]([N:11]1[CH2:16][CH:15]=[C:14]([C:17](=[O:34])[CH2:18][C@H:19]2[NH:22][C:21](=[O:23])[C@@H:20]2[C@H:24]([O:26][Si](C(C)(C)C)(C)C)[CH3:25])[CH2:13][CH2:12]1)=[O:10])[C:2]1[CH:7]=[CH:6][CH:5]=[CH:4][CH:3]=1.C(=O)([O-])O.[Na+]>C(#N)C>[CH2:1]([O:8][C:9]([N:11]1[CH2:12][CH:13]=[C:14]([C:17](=[O:34])[CH2:18][C@H:19]2[NH:22][C:21](=[O:23])[C@@H:20]2[C@H:24]([OH:26])[CH3:25])[CH2:15][CH2:16]1)=[O:10])[C:2]1[CH:3]=[CH:4][CH:5]=[CH:6][CH:7]=1 |f:1.2|. Procedure details: To a solution of (3S,4R)-4-[2-(1-benzyloxycarbonyl-1,2,3,6-tetrahydropyridin-4-yl)-2-oxoethyl]-3-[(1R)-1-t-butyldimethylsilyloxyethyl]-2-oxoazetidine (4.65 g) in acetonitrile (25 ml) was added dropwise boron trifluoride ether complex (2.6 ml) at 0° C., and the mixture was stirred for 1 hour. Sodium hydrogen carbonate (5 g) was added to the reaction mixture, followed by stirring for 30 minutes, and then precipitate was filtered off. Filtrate was dissolved in ethyl acetate (100 ml), washed in turn...